From a dataset of the Open Reaction Database (ORD), a public repository of structured organic reaction records. describe an organic reaction: reactants, conditions, products, and yield Starting materials: C(C1=CC=CC=C1)OC1=CC=C(C=C1)N1N=CC=N1 (2-[4-(benzyloxy)phenyl]-2H-1,2,3-triazole). The reagents and catalysts are [OH-].[Pd+2].[OH-] (Palladium hydroxide). The solvent is mixture, C(C)(=O)OCC (ethyl acetate), C(C)O (ethanol). Product: N=1N(N=CC1)C1=CC=C(C=C1)O (4-(2H-1,2,3-triazol-2-yl)phenol). Reaction SMILES: C([O:8][C:9]1[CH:14]=[CH:13][C:12]([N:15]2[N:19]=[CH:18][CH:17]=[N:16]2)=[CH:11][CH:10]=1)C1C=CC=CC=1>C(OCC)(=O)C.C(O)C.[OH-].[Pd+2].[OH-]>[N:16]1[N:15]([C:12]2[CH:11]=[CH:10][C:9]([OH:8])=[CH:14][CH:13]=2)[N:19]=[CH:18][CH:17]=1 |f:3.4.5|. Procedure details: 2-[4-(benzyloxy)phenyl]-2H-1,2,3-triazole (400 mg, 1.6 mmol) was dissolved in 3.2 mL of a mixture of ethyl acetate and ethanol (1:1). The solution was degassed and purged with nitrogen. Palladium hydroxide (20% w/w on carbon, 110 mg, 0.16 mmol) was added and the reaction was degassed and purged with hydrogen three times. The hydrogenation was continued at room temperature under a hydrogen balloon for 1 hour. The catalyst was removed by filtration through a plug of silica gel, which was washed th...